describe an organic reaction: reactants, conditions, products, and yield From a dataset of the Open Reaction Database (ORD), a public repository of structured organic reaction records. Starting materials: C1(=CC=CC=C1)B(O)O (phenyl boronic acid), OC1=C2CCC(C2=CC=C1)=O (4-hydroxy-2,3-dihydro-1H-inden-1-one), C(Cl)Cl (methylene chloride), O=O (oxygen), 4A. Reagents/catalysts: C(C)(=O)[O-].[Cu+2].C(C)(=O)[O-] (copper (II) acetate). Run in C(C)N(CC)CC (triethylamine). Product: O(C1=CC=CC=C1)C1=C2CCC(C2=CC=C1)=O (4-phenoxy-2,3-dihydroinden-1-one). Isolated yield 72.7%. Reaction SMILES: [C:1]1(B(O)O)[CH:6]=[CH:5][CH:4]=[CH:3][CH:2]=1.[OH:10][C:11]1[CH:19]=[CH:18][CH:17]=[C:16]2[C:12]=1[CH2:13][CH2:14][C:15]2=[O:20].C(Cl)Cl.O=O>C([O-])(=O)C.[Cu+2].C([O-])(=O)C.C(N(CC)CC)C>[O:10]([C:11]1[CH:19]=[CH:18][CH:17]=[C:16]2[C:12]=1[CH2:13][CH2:14][C:15]2=[O:20])[C:1]1[CH:6]=[CH:5][CH:4]=[CH:3][CH:2]=1 |f:4.5.6|. Reported procedure: To phenyl boronic acid (1.0 g) and 4-hydroxy-2,3-dihydro-1H-inden-1-one (1.0 g), methylene chloride (67 mL) was added and thereto, copper (II) acetate (1.4 g), molecular sieves 4A (1.9 g), and triethylamine (4.7 mL) were added, followed by stirring the resultant reaction mixture at room temperature in an oxygen atmosphere for 19 hours. The reaction mixture was filtered through a pad of Celite and the filtered substance was washed with ethyl acetate. To the resultant filtrate, a 1M aqueous soluti...